Dataset: the Open Reaction Database (ORD), a public repository of structured organic reaction records. Task: describe an organic reaction: reactants, conditions, products, and yield The reactants are CC(C)C[AlH]CC(C)C, Cc1ccccc1, CC=CC1CCC(C2CCC(C#N)CC2)CC1, O. Yields the product CC=CC1CCC(C2CCC(C=O)CC2)CC1. As a reaction SMILES: [CH3:18][CH:19]([CH2:20][AlH:21][CH2:22][CH:23]([CH3:24])[CH3:25])[CH3:26].[CH3:28][c:29]1[cH:30][cH:31][cH:32][cH:33][cH:34]1.[CH:1](=[CH:2][CH3:3])[CH:4]1[CH2:5][CH2:6][CH:7]([CH:10]2[CH2:11][CH2:12][CH:13]([C:16]#[N:17])[CH2:14][CH2:15]2)[CH2:8][CH2:9]1.[OH2:27]>>[CH:1](=[CH:2][CH3:3])[CH:4]1[CH2:5][CH2:6][CH:7]([CH:10]2[CH2:11][CH2:12][CH:13]([CH:16]=[O:27])[CH2:14][CH2:15]2)[CH2:8][CH2:9]1. Starting materials: C1=CC=CC=2C(C3=C(CCC21)C=CC=C3)CC(=O)O (10,11-dihydro-5H-dibenzo[a,d]cycloheptene-5-acetic acid), [H-].[Al+3].[Li+].[H-].[H-].[H-] (lithium aluminum hydride), O (water), [OH-].[Na+] (sodium hydroxide), O (water). Run in O1CCCC1 (tetrahydrofuran), O1CCCC1 (tetrahydrofuran). Yields the product C1=CC=CC=2C(C3=C(CCC21)C=CC=C3)CCO (10,11-dihydro-5H-dibenzo[a,d]cycloheptene-5-ethanol). As a reaction SMILES: [CH:1]1[C:11]2[CH2:10][CH2:9][C:8]3[CH:12]=[CH:13][CH:14]=[CH:15][C:7]=3[CH:6]([CH2:16][C:17](O)=[O:18])[C:5]=2[CH:4]=[CH:3][CH:2]=1.[H-].[Al+3].[Li+].[H-].[H-].[H-].O.[OH-].[Na+]>O1CCCC1>[CH:1]1[C:11]2[CH2:10][CH2:9][C:8]3[CH:12]=[CH:13][CH:14]=[CH:15][C:7]=3[CH:6]([CH2:16][CH2:17][OH:18])[C:5]=2[CH:4]=[CH:3][CH:2]=1 |f:1.2.3.4.5.6,8.9|. Procedure: A solution of 237 g of 10,11-dihydro-5H-dibenzo[a,d]cycloheptene-5-acetic acid in 1 l of dry tetrahydrofuran is added dropwise over a period of 90 minutes to a suspension of 35.6 g of lithium aluminum hydride in 1.5 l of dry tetrahydrofuran stirred at 0° under argon. The mixture is subsequently heated to boiling under reflux for 90 minutes, cooled and successively treated dropwise with 35.6 ml of water, 35.6 ml of 15 percent sodium hydroxide and 106.8 ml of water. The resulting suspension is fil... Starting materials: C(C1=CC=CC=C1)Br (benzyl bromide), S1C(CCC2=C1NC1=CC=CC=C21)CC=2OCC(N2)(C)C (2-(2,3,4,9-Tetrahydrothiopyrano[2,3-b]indol-2-yl)methyl-4,4-dimethyl-2-oxazoline), [H-].[Na+] (sodium hydride). The solvent is O (water), CN(C=O)C (dimethylformamide), CN(C=O)C (dimethylformamide). Run at time 30 minute. Product: C(C1=CC=CC=C1)N1C2=C(C3=CC=CC=C13)CCC(S2)CC=2OCC(N2)(C)C (2-(9-Benzyl-2,3,4,9-tetrahydrothiopyrano[2,3-b]indol-2-yl)methyl-4,4-dimethyl-2-oxazoline). RXN SMILES: [S:1]1[C:6]2[NH:7][C:8]3[C:13]([C:5]=2[CH2:4][CH2:3][CH:2]1[CH2:14][C:15]1[O:16][CH2:17][C:18]([CH3:21])([CH3:20])[N:19]=1)=[CH:12][CH:11]=[CH:10][CH:9]=3.[H-].[Na+].[CH2:24](Br)[C:25]1[CH:30]=[CH:29][CH:28]=[CH:27][CH:26]=1>CN(C)C=O.O>[CH2:24]([N:7]1[C:8]2[C:13](=[CH:12][CH:11]=[CH:10][CH:9]=2)[C:5]2[CH2:4][CH2:3][CH:2]([CH2:14][C:15]3[O:16][CH2:17][C:18]([CH3:21])([CH3:20])[N:19]=3)[S:1][C:6]1=2)[C:25]1[CH:30]=[CH:29][CH:28]=[CH:27][CH:26]=1 |f:1.2|. Reported procedure: 71 mg of 2-(2,3,4,9-tetrahydrothiopyrano[2,3-b]indol-2-yl)methyl-4,4-dimethyl-2-oxazoline (prepared as described in Example 80) in 1 ml of dimethylformamide was added to a suspension of 11 mg of sodium hydride (55% w/w dispersion in mineral oil) in 1 ml of dimethylformamide, with stirring and ice-cooling. Stirring was continued at this temperature for 30 minutes and then 0.03 ml of benzyl bromide was added to the reaction mixture, with stirring and ice-cooling. Stirring was continued for a furth... The reactants are O=P(Cl)(Cl)Cl (POCl3), CC1(C(CCC1)=O)C (2,2-Dimethylcyclopentanone), NC1=C(C(=O)O)C=C(C=C1)Cl (2-amino-5-chlorobenzoic acid), ice water. Yields the product ClC1=CC=2C(=C3C(=NC2C=C1)C(CC3)(C)C)Cl (7,9-dichloro-3,3-dimethyl-2,3-dihydro-1H-cyclopenta[b]quinoline). Reaction conditions: temperature 100 celsius. Reaction SMILES: [CH3:1][C:2]1([CH3:8])[CH2:6][CH2:5][CH2:4][C:3]1=O.[NH2:9][C:10]1[CH:18]=[CH:17][C:16]([Cl:19])=[CH:15][C:11]=1[C:12](O)=O.O=P(Cl)(Cl)[Cl:22]>>[Cl:19][C:16]1[CH:17]=[CH:18][C:10]2[N:9]=[C:3]3[C:2]([CH3:8])([CH3:1])[CH2:6][CH2:5][C:4]3=[C:12]([Cl:22])[C:11]=2[CH:15]=1. Procedure details: 2,2-Dimethylcyclopentanone (1.12 g, 10 mmol) and 2-amino-5-chlorobenzoic acid (1.72 g, 10 mmol) were stirred at rt for 10 minutes followed by the addition of POCl3 (10 mL). The resulting mixture was heated to 100° C. for 5 h and overnight at rt. After this time the reaction mixture was poured into ice water and extracted with EtOAc. The solvent was evaporated in vacuo and flash column chromatography on silica (using a gradient of EtOAc/hexane, 0-100% eluent) gave 7,9-dichloro-3,3-dimethyl-2,3-di...